This data is from the Open Reaction Database (ORD), a public repository of structured organic reaction records. The task is: describe an organic reaction: reactants, conditions, products, and yield The reagents and catalysts are dcypt. Starting materials: Cc1ncsc1C (effective_coupling_partner), CN(C)C(=O)Oc1ccccc1 (substrate). Product: Cc2nc(c1ccccc1)sc2C. Conditions: temperature 110 celsius, time 36 hour. The reactants are O (water), FC1=CC=C(C=C1)N1N=C(C=C1)N (1-(4-Fluoro-phenyl)-1H-pyrazol-3-ylamine), C(C)OC(=O)C1=NC(=CC=C1NC=1C=NC=NC1)C (6-methyl-3-(pyrimidin-5-ylamino)-pyridine-2-carboxylic acid ethyl ester), C[Al](C)C (trimethylaluminium). The solvent is O1CCOCC1 (dioxane). Run at time 30 minute. Yields the product FC1=CC=C(C=C1)N1N=C(C=C1)NC(=O)C1=NC(=CC=C1NC=1C=NC=NC1)C (6-Methyl-3-(pyrimidin-5-ylamino)-pyridine-2-carboxylic acid [1-(4-fluoro-phenyl)-1H-pyrazol-3-yl]-amide). RXN SMILES: [F:1][C:2]1[CH:7]=[CH:6][C:5]([N:8]2[CH:12]=[CH:11][C:10]([NH2:13])=[N:9]2)=[CH:4][CH:3]=1.C[Al](C)C.C([O:20][C:21]([C:23]1[C:28]([NH:29][C:30]2[CH:31]=[N:32][CH:33]=[N:34][CH:35]=2)=[CH:27][CH:26]=[C:25]([CH3:36])[N:24]=1)=O)C.O>O1CCOCC1>[F:1][C:2]1[CH:3]=[CH:4][C:5]([N:8]2[CH:12]=[CH:11][C:10]([NH:13][C:21]([C:23]3[C:28]([NH:29][C:30]4[CH:35]=[N:34][CH:33]=[N:32][CH:31]=4)=[CH:27][CH:26]=[C:25]([CH3:36])[N:24]=3)=[O:20])=[N:9]2)=[CH:6][CH:7]=1. Procedure: 1-(4-Fluoro-phenyl)-1H-pyrazol-3-ylamine (55 mg, 0.31 mmol) was dissolved under inert gas atmosphere in dioxane (2 ml) and trimethylaluminium (0.154 ml, 2M toluene solution) was added. After stirring for 30 min at ambient temperature, 6-methyl-3-(pyrimidin-5-ylamino)-pyridine-2-carboxylic acid ethyl ester (A-1; 20 mg, 0.08 mmol) was added and the reaction mixture was heated at reflux for 18 hours. Upon cooling to room temperature water (0.5 ml) was added and intensive stirring was continued for ... The reactants are FC=1C=CC(=C(C(=O)N)C1)OCCC (5-fluoro-2-propoxybenzamide), F[B-](F)(F)F.C(C)[O+](CC)CC (triethyloxonium tetrafluoroborate). The product is F[B-](F)(F)F.FC=1C=CC(=C(C(OCC)=N)C1)OCCC (ethyl 5-fluoro-2-propoxybenzimidate tetrafluoroborate). As a reaction SMILES: [F:1][C:2]1[CH:3]=[CH:4][C:5]([O:11][CH2:12][CH2:13][CH3:14])=[C:6]([CH:10]=1)[C:7]([NH2:9])=[O:8].[F:15][B-:16]([F:19])([F:18])[F:17].[CH2:20]([O+](CC)CC)[CH3:21]>>[F:15][B-:16]([F:19])([F:18])[F:17].[F:1][C:2]1[CH:3]=[CH:4][C:5]([O:11][CH2:12][CH2:13][CH3:14])=[C:6]([CH:10]=1)[C:7](=[NH:9])[O:8][CH2:20][CH3:21] |f:1.2,3.4|. Reported procedure: reaction of 5-fluoro-2-propoxybenzamide (16.40 g) with triethyloxonium tetrafluoroborate yielded ethyl 5-fluoro-2-propoxybenzimidate tetrafluoroborate which on reaction with a saturated solution of ethanolic ammonia yielded 5-fluoro-2-propoxybenzamidine (8.40 g);